Dataset: the Open Reaction Database (ORD), a public repository of structured organic reaction records. Task: describe an organic reaction: reactants, conditions, products, and yield Reactants: O=C(OCc1ccccc1)N1CCC(N2CCCCC2=O)CC1, CCO. The product is O=C1CCCCN1C1CCNCC1. As a reaction SMILES: [CH2:1]([O:2][C:3](=[O:4])[N:11]1[CH2:12][CH2:13][CH:14]([N:17]2[C:18](=[O:23])[CH2:19][CH2:20][CH2:21][CH2:22]2)[CH2:15][CH2:16]1)[c:5]1[cH:6][cH:7][cH:8][cH:9][cH:10]1.[CH3:24][CH2:25][OH:26]>>[NH:11]1[CH2:12][CH2:13][CH:14]([N:17]2[C:18](=[O:23])[CH2:19][CH2:20][CH2:21][CH2:22]2)[CH2:15][CH2:16]1. Starting materials: [Br-], N#Cc1cc([N+](=O)[O-])cc2cc[nH]c12, C1CCOC1, C[Mg+], [Na+], [OH-]. Reaction SMILES: [Br-:15].[C:1](#[N:2])[c:3]1[cH:4][c:5]([N+:12](=[O:13])[O-:14])[cH:6][c:7]2[cH:8][cH:9][nH:10][c:11]12.[CH2:20]1[O:21][CH2:22][CH2:23][CH2:24]1.[CH3:16][Mg+:17].[Na+:19].[OH-:18]>>[C:1]([c:3]1[cH:4][c:5]([N+:12](=[O:13])[O-:14])[cH:6][c:7]2[cH:8][cH:9][nH:10][c:11]12)(=[O:18])[CH3:20]. Yields the product CC(=O)c1cc([N+](=O)[O-])cc2cc[nH]c12. Starting materials: Oc1cc(Br)ccc1F, C1CCOC1, COCCCO, c1ccc(P(c2ccccc2)c2ccccc2)cc1. Yields the product COCCCOc1cc(Br)ccc1F. Reaction SMILES: [Br:1][c:2]1[cH:3][c:4]([OH:9])[c:5]([F:8])[cH:6][cH:7]1.[CH2:35]1[O:36][CH2:37][CH2:38][CH2:39]1.[CH3:29][O:30][CH2:31][CH2:32][CH2:33][OH:34].[c:10]1([P:11]([c:12]2[cH:13][cH:14][cH:15][cH:16][cH:17]2)[c:18]2[cH:19][cH:20][cH:21][cH:22][cH:23]2)[cH:24][cH:25][cH:26][cH:27][cH:28]1>>[Br:1][c:2]1[cH:3][c:4]([O:9][CH2:33][CH2:32][CH2:31][O:30][CH3:29])[c:5]([F:8])[cH:6][cH:7]1. Starting materials: C1(CC1)C=1C(=NC=C(C1)C1CC1)N1CCN(CC1)C(=O)C1=CC=C(C=C1)I ([4-(3,5-dicyclopropylpyridin-2-yl)piperazin-1-yl](4-iodophenyl)methanone), C(=O)N (formamide). Yields the product C1(CC1)C=1C(=NC=C(C1)C1CC1)N1CCN(CC1)C(=O)C1=CC=C(C=C1)NC=O (N-{4-[4-(3,5-dicyclopropylpyridin-2-yl)piperazine-1-carbonyl]phenyl}formamide). RXN SMILES: [CH:1]1([C:4]2[C:5]([N:13]3[CH2:18][CH2:17][N:16]([C:19]([C:21]4[CH:26]=[CH:25][C:24](I)=[CH:23][CH:22]=4)=[O:20])[CH2:15][CH2:14]3)=[N:6][CH:7]=[C:8]([CH:10]3[CH2:12][CH2:11]3)[CH:9]=2)[CH2:3][CH2:2]1.[CH:28]([NH2:30])=[O:29]>>[CH:1]1([C:4]2[C:5]([N:13]3[CH2:18][CH2:17][N:16]([C:19]([C:21]4[CH:26]=[CH:25][C:24]([NH:30][CH:28]=[O:29])=[CH:23][CH:22]=4)=[O:20])[CH2:15][CH2:14]3)=[N:6][CH:7]=[C:8]([CH:10]3[CH2:12][CH2:11]3)[CH:9]=2)[CH2:3][CH2:2]1. Procedure details: Using [4-(3,5-dicyclopropylpyridin-2-yl)piperazin-1-yl](4-iodophenyl)methanone (710 mg) described in Preparation Example 186 and formamide (89 μL) and by the reaction and treatment in the same manner as in Example 262, the title compound (213 mg) was obtained. Starting materials: C1(=CC=CC=C1)C(C=C)C1=CC=CC=C1 (3,3-diphenylpropene), C1=CC(=CC(=C1)Cl)C(=O)OO (mCPBA). Run in C(Cl)Cl (CH2Cl2). Run at time 24 hour. The product is C(C1=CC=CC=C1)(C1=CC=CC=C1)C1OC1 (2-benzhydryl-oxirane). Reaction SMILES: [C:1]1([CH:7]([C:10]2[CH:15]=[CH:14][CH:13]=[CH:12][CH:11]=2)[CH:8]=[CH2:9])[CH:6]=[CH:5][CH:4]=[CH:3][CH:2]=1.C1C=C(Cl)C=C(C(OO)=[O:24])C=1>C(Cl)Cl>[CH:7]([CH:8]1[CH2:9][O:24]1)([C:10]1[CH:11]=[CH:12][CH:13]=[CH:14][CH:15]=1)[C:1]1[CH:6]=[CH:5][CH:4]=[CH:3][CH:2]=1. Procedure details: A flask was charged with 3,3-diphenylpropene (5.1 g, 26.3 mmol) in 100 ml CH2Cl2. It was followed by portionwise addition of mCPBA (9.1 g, 70% purity, 52.6 mmol) at 0° C. The mixture was stirred at room temperature for 24 h and the reaction was then quenched with 30 ml 1M Na2SO3. The aqueous layer was extracted with CH2Cl2 (2×100 ml). The combined organic phases were washed in turn with saturated NaHCO3, brine, and then dried over anhydrous Na2SO4. Purification by flash chromatography (Hexane/et... The reactants are C(C)OC(CC(=O)[C@H]1N(CCC1)C(=O)OC(C)(C)C)=O (tert-Butyl (2S)-2-(3-ethoxy-3-oxopropanoyl)-1-pyrrolidinecarboxylate), C(=O)C1=CC(=CS1)C(=O)O (5-formyl-3-thiophene carboxylic acid), N1CCCCC1 (piperidine), C(=O)(C(F)(F)F)O (TFA), product, N\C(=C/C(=O)OCC)\CCC1=CC=C(C=C1)F (ethyl (2Z)-3-amino-5-(4-fluorophenyl)-2-pentenoate), ceric ammonium nitrate. Solvent: CN(C)C=O (DMF), CCOCC (Et2O), CCOCC (Et2O), O (H2O), CC#N (CH3CN). Reaction conditions: time 45 minute. The product is C(C)OC(=O)C1=C(C2=C([C@@H]3CCCN3C2=O)N=C1CCC1=CC=C(C=C1)F)C1=CC(=CS1)C(=O)O (5-{(9aS)-3-(ethoxycarbonyl)-2-[2-(4-fluoropbenyl)ethyl]-5-oxo-7,8,9,9a-tetrahydro-5H-pyrido[2,3-a]pyrrolizin-4-yl}-3-thiophenecarboxylic acid). Isolated yield 40.0%. As a reaction SMILES: C(O[C:4](=O)[CH2:5][C:6]([C@@H:8]1[CH2:12][CH2:11][CH2:10][N:9]1[C:13]([O:15]C(C)(C)C)=O)=O)C.C([C:23]1[S:27][CH:26]=[C:25]([C:28]([OH:30])=[O:29])[CH:24]=1)=O.N1CCCCC1.[NH2:37]/[C:38](/[CH2:45][CH2:46][C:47]1[CH:52]=[CH:51][C:50]([F:53])=[CH:49][CH:48]=1)=[CH:39]\[C:40]([O:42][CH2:43][CH3:44])=[O:41].C(O)(C(F)(F)F)=O>CCOCC.CC#N.O.CN(C=O)C>[CH2:43]([O:42][C:40]([C:39]1[C:38]([CH2:45][CH2:46][C:47]2[CH:48]=[CH:49][C:50]([F:53])=[CH:51][CH:52]=2)=[N:37][C:6]2[C@H:8]3[N:9]([C:13](=[O:15])[C:5]=2[C:4]=1[C:23]1[S:27][CH:26]=[C:25]([C:28]([OH:30])=[O:29])[CH:24]=1)[CH2:10][CH2:11][CH2:12]3)=[O:41])[CH3:44]. Procedure: A DMF (10 mL) solution of tert-Butyl (2S)-2-(3-ethoxy-3-oxopropanoyl)-1-pyrrolidinecarboxylate (2.85 g, 9.99 mmol), 5-formyl-3-thiophene carboxylic acid (1.56 g, 9.99 mmol) and piperidine (0.494 mL, 5.00 mmol) was heatd to 80° C. for 45 min and then cooled to ambient temperature. The reaction mixture was diluted with Et2O and washed 1 N HCl, 2×H2O, 1×brine and the organics dried (Na2SO4), filtered and concentrated to a brown residue. The Knoevenagel product (4.23 g, 9.99 mmol) and ethyl (2Z)-3-a...